Dataset: the Open Reaction Database (ORD), a public repository of structured organic reaction records. Task: describe an organic reaction: reactants, conditions, products, and yield The reactants are C(C)OC(=O)C1=C(N=C(S1)C(C)(C)C)CBr (4-bromomethyl-2-tert-butyl-thiazole-5-carboxylic acid ethyl ester), C(C)OC(CNCC1=C(C=C(C=C1)OC)OC)=O (N-(2,4-dimethoxy-benzyl)glycine ethyl ester), C([O-])([O-])=O.[K+].[K+] (potassium carbonate). Run in CN(C)C=O (DMF). Product: C(C)OC(=O)C1=C(N=C(S1)C(C)(C)C)CN(CC(=O)OCC)CC1=C(C=C(C=C1)OC)OC (2-tert-Butyl-4-{[(2,4-dimethoxy-benzyl)-ethoxycarbonylmethyl-amino]-methyl}-thiazole-5-carboxylic acid ethyl ester). Yield: 66.2%. Reaction SMILES: [CH2:1]([O:3][C:4]([C:6]1[S:10][C:9]([C:11]([CH3:14])([CH3:13])[CH3:12])=[N:8][C:7]=1[CH2:15]Br)=[O:5])[CH3:2].[CH2:17]([O:19][C:20](=[O:34])[CH2:21][NH:22][CH2:23][C:24]1[CH:29]=[CH:28][C:27]([O:30][CH3:31])=[CH:26][C:25]=1[O:32][CH3:33])[CH3:18].C(=O)([O-])[O-].[K+].[K+]>CN(C=O)C>[CH2:1]([O:3][C:4]([C:6]1[S:10][C:9]([C:11]([CH3:14])([CH3:13])[CH3:12])=[N:8][C:7]=1[CH2:15][N:22]([CH2:23][C:24]1[CH:29]=[CH:28][C:27]([O:30][CH3:31])=[CH:26][C:25]=1[O:32][CH3:33])[CH2:21][C:20]([O:19][CH2:17][CH3:18])=[O:34])=[O:5])[CH3:2] |f:2.3.4|. Reported procedure: A portion of the crude 4-bromomethyl-2-tert-butyl-thiazole-5-carboxylic acid ethyl ester (12.6 g, 41.0 mmol), N-(2,4-dimethoxy-benzyl)glycine ethyl ester (11.6 g, 41.0 mmol), and potassium carbonate (6.2 g, 45 mmol) in 100 ml of anhydrous DMF was stirred for 18 h. The mixture was partitioned into a biphasic water-ethyl acetate mixture and the isolated organic layer was then washed with brine, dried over anhydrous magnesium sulfate, concentrated to a residue, and purified by flash chromatography:... Starting materials: C(C)N1C(C(N=C(C2=C1C=C(C(=C2)OC)OC)C2=CC=CC=C2)CC(=O)OCC)=O (ethyl (1-ethyl-7,8-dimethoxy-2-oxo-5-phenyl-2,3-dihydro-1H-1,4-benzodiazepin-3-yl)acetate), N (NH3). Run in CO (methanol). Reaction conditions: temperature 0 celsius, time 48 hour. Product: C(C)N1C(C(N=C(C2=C1C=C(C(=C2)OC)OC)C2=CC=CC=C2)CC(=O)N)=O (2-(1-ethyl-7,8-dimethoxy-2-oxo-5-phenyl-2,3-dihydro-1H-1,4-benzodiazepin-3-yl)acetamide). Isolated yield 17.0%. As a reaction SMILES: [CH2:1]([N:3]1[C:9]2[CH:10]=[C:11]([O:16][CH3:17])[C:12]([O:14][CH3:15])=[CH:13][C:8]=2[C:7]([C:18]2[CH:23]=[CH:22][CH:21]=[CH:20][CH:19]=2)=[N:6][CH:5]([CH2:24][C:25](OCC)=[O:26])[C:4]1=[O:30])[CH3:2].[NH3:31]>CO>[CH2:1]([N:3]1[C:9]2[CH:10]=[C:11]([O:16][CH3:17])[C:12]([O:14][CH3:15])=[CH:13][C:8]=2[C:7]([C:18]2[CH:19]=[CH:20][CH:21]=[CH:22][CH:23]=2)=[N:6][CH:5]([CH2:24][C:25]([NH2:31])=[O:26])[C:4]1=[O:30])[CH3:2]. Procedure: Stir at 0° C. under an inert atmosphere for 48 hours, 70 mg (0.17 mmol) of ethyl (1-ethyl-7,8-dimethoxy-2-oxo-5-phenyl-2,3-dihydro-1H-1,4-benzodiazepin-3-yl)acetate (IIbv) and 1.5 ml of methanol at 35% molar saturation with NH3. Evaporate to dryness. Purify by silica chromatography (dichloromethane 9/methanol 1). Recrystallize in ether. One obtains 12 mg of the abovenamed product as a white powder. Yield: 17%. M: 105–107° C. 1H-NMR (CDCl3, 300 MHz): d 1.10 (t, 3H, CH3), 3.02–3.09 (m, 1H —CH2), 3...